describe an organic reaction: reactants, conditions, products, and yield From a dataset of the Open Reaction Database (ORD), a public repository of structured organic reaction records. The reactants are C(C)OC(CN1C([C@@H]2[C@H](C1)CCCCC2)=O)=O (cis-octahydro-1-oxo-cyclohepta[c]pyrrole-2-(1H)-acetic acid ethyl ester), N (ammonia). Run in CO (methanol). Run at time 24 hour. Product: O=C1N(C[C@@H]2CCCC[C@@H]12)CC(=O)N (trans-octahydro-1-oxo-2H-isoindole-2-acetic acid amide). As a reaction SMILES: C(O[C:4](=[O:17])[CH2:5][N:6]1[CH2:10][C@@H:9]2C[CH2:12][CH2:13][CH2:14][CH2:15][C@@H:8]2[C:7]1=[O:16])C.[NH3:18]>CO>[O:16]=[C:7]1[C@H:8]2[C@@H:9]([CH2:12][CH2:13][CH2:14][CH2:15]2)[CH2:10][N:6]1[CH2:5][C:4]([NH2:18])=[O:17]. Procedure: For example, trans-octahydro-1-oxo-cyclohexa[c]pyrrole-2(1H)acetic acid ethyl ester (V) (6.6 g, 0.031 mole) in methanol is saturated with anhydrous ammonia and the mixture is stirred at room temperature 24 hours. The solution is concentrated at reduced pressure to yield a solid. Recrystallization from acetonitrile yields pure trans-octahydro-1-oxo-2H-isoindole-2-acetic acid amide (VI). Reactants: C(C1=CC=CC=C1)OC1=C(C=CC(=C1)/C=C/C(=O)OC)C1=CC(=CC=C1)N(C(=O)NCCCCC)C (methyl (E)-3-[2-benzyloxy-3′-(1-methyl-3-pentylureido)biphenyl-4-yl]acrylate). Reagents/catalysts: [Pd] (palladium-on-charcoal). The solvent is CO (methanol), C(C)(=O)OCC (ethyl acetate). Product: OC1=C(C=CC(=C1)CCC(=O)OC)C1=CC(=CC=C1)N(C(=O)NCCCCC)C (methyl 3-[2-hydroxy-3′-(1-methyl-3-pentylureido)biphenyl-4-yl]propanoate). Isolated yield 87.0%. RXN SMILES: C([O:8][C:9]1[CH:14]=[C:13](/[CH:15]=[CH:16]/[C:17]([O:19][CH3:20])=[O:18])[CH:12]=[CH:11][C:10]=1[C:21]1[CH:26]=[CH:25][CH:24]=[C:23]([N:27]([CH3:36])[C:28]([NH:30][CH2:31][CH2:32][CH2:33][CH2:34][CH3:35])=[O:29])[CH:22]=1)C1C=CC=CC=1>CO.C(OCC)(=O)C.[Pd]>[OH:8][C:9]1[CH:14]=[C:13]([CH2:15][CH2:16][C:17]([O:19][CH3:20])=[O:18])[CH:12]=[CH:11][C:10]=1[C:21]1[CH:26]=[CH:25][CH:24]=[C:23]([N:27]([CH3:36])[C:28]([NH:30][CH2:31][CH2:32][CH2:33][CH2:34][CH3:35])=[O:29])[CH:22]=1. Reported procedure: In a manner similar to that of Example (18e), by reaction of 400 mg (26% by mass) of 10% palladium-on-charcoal, 1.54 g (3.16 mmol, 1 eq) of methyl (E)-3-[2-benzyloxy-3′-(1-methyl-3-pentylureido)biphenyl-4-yl]acrylate in 20 ml of methanol and 5 mL of ethyl acetate, and after crystallization from pentane, 1.1 g of methyl 3-[2-hydroxy-3′-(1-methyl-3-pentylureido)biphenyl-4-yl]propanoate are obtained in solid form. Yield=87% The reactants are CC(C)(C)OC(=O)c1ccccc1-c1ccc(CN2C(=O)c3ccccc3C2=O)cc1, CCO, ClCCl, NN, O. The product is CC(C)(C)OC(=O)c1ccccc1-c1ccc(CN)cc1. RXN SMILES: [C:1]([CH3:2])([CH3:3])([CH3:4])[O:5][C:6](=[O:7])[c:8]1[c:9](-[c:14]2[cH:15][cH:16][c:17]([CH2:20][N:21]3[C:22](=[O:23])[c:24]4[cH:25][cH:26][cH:27][cH:28][c:29]4[C:30]3=[O:31])[cH:18][cH:19]2)[cH:10][cH:11][cH:12][cH:13]1.[CH3:35][CH2:36][OH:37].[Cl:38][CH2:39][Cl:40].[NH2:33][NH2:34].[OH2:32]>>[C:1]([CH3:2])([CH3:3])([CH3:4])[O:5][C:6](=[O:7])[c:8]1[c:9](-[c:14]2[cH:15][cH:16][c:17]([CH2:20][NH2:21])[cH:18][cH:19]2)[cH:10][cH:11][cH:12][cH:13]1. Reactants: C(C)(=O)OC(C(C)C1=CC=CC=C1)C(N)=O (carbamoyl-2-phenyl propanol acetate), C(C)(=O)OCC(CC(N)=O)C1=CC=CC=C1 (3-carbamoyl-2-phenyl propanol acetate). The product is C(N)(=O)C(C(C)C1=CC=CC=C1)O (carbamoyl-2-phenyl propanol). As a reaction SMILES: C([O:4][CH:5]([C:14](=[O:16])[NH2:15])[CH:6]([C:8]1[CH:13]=[CH:12][CH:11]=[CH:10][CH:9]=1)[CH3:7])(=O)C.C(OCC(C1C=CC=CC=1)CC(=O)N)(=O)C>>[C:14]([CH:5]([OH:4])[CH:6]([C:8]1[CH:13]=[CH:12][CH:11]=[CH:10][CH:9]=1)[CH3:7])(=[O:16])[NH2:15]. Reported procedure: Except for using 3-N-morphoryl carbamoyl-2-phenyl propanol acetate, instead of 3-carbamoyl-2-phenyl propanol acetate, as the starting material, the same procedure with that of Example 8 was repeated. Conditions: temperature 80 celsius, time 3 hour. The product is NC1=CC=C(C=C1)C1=CC=C2C(=NNC2=C1)C(=O)OCC (ethyl 6-(4-aminophenyl)-1H-indazole-3-carboxylate). Procedure details: To a stirred solution of 1-tert-butyl 3-ethyl 6-(4-nitrophenyl)-1H-indazole-1,3-dicarboxylate (879 mg, 2.14 mmol) in ethanol (40 Ml), was added SnCl2 (2.4 g, 10.7 mmol) and the mixture was stirred at 80° C. for 3 h. The mixture was cooled to room temperature and saturated sodium bicarbonate aqueous solution was added. The organic layer was extracted three times and the combined organic layer was dried over sodium sulfate and concentrated under reduced pressure. The residue was triturated in ethy... Yield: 73.4%. Reaction SMILES: [N+:1]([C:4]1[CH:9]=[CH:8][C:7]([C:10]2[CH:18]=[C:17]3[C:13]([C:14]([C:26]([O:28][CH2:29][CH3:30])=[O:27])=[N:15][N:16]3C(OC(C)(C)C)=O)=[CH:12][CH:11]=2)=[CH:6][CH:5]=1)([O-])=O.Cl[Sn]Cl.C(=O)(O)[O-].[Na+]>C(O)C>[NH2:1][C:4]1[CH:5]=[CH:6][C:7]([C:10]2[CH:18]=[C:17]3[C:13]([C:14]([C:26]([O:28][CH2:29][CH3:30])=[O:27])=[N:15][NH:16]3)=[CH:12][CH:11]=2)=[CH:8][CH:9]=1 |f:2.3|. Solvent: C(C)O (ethanol). Reactants: [N+](=O)([O-])C1=CC=C(C=C1)C1=CC=C2C(=NN(C2=C1)C(=O)OC(C)(C)C)C(=O)OCC (1-tert-butyl 3-ethyl 6-(4-nitrophenyl)-1H-indazole-1,3-dicarboxylate), Cl[Sn]Cl (SnCl2), C([O-])(O)=O.[Na+] (sodium bicarbonate). Starting materials: BrC1=CC=C(C=C1)CCCO (3-(4-bromophenyl)propan-1-ol), C1(NC(C2=CC=CC=C12)=O)=O (isoindoline-1,3-dione), C1(=CC=CC=C1)P(C1=CC=CC=C1)C1=CC=CC=C1 (triphenylphosphine), N(=NC(=O)OC(C)C)C(=O)OC(C)C (diisopropyl azodicarboxylate). Yields the product BrC1=CC=C(C=C1)CCCN1C(C2=CC=CC=C2C1=O)=O (2-(3-(4-bromophenyl)propyl)isoindoline-1,3-dione). As a reaction SMILES: [Br:1][C:2]1[CH:7]=[CH:6][C:5]([CH2:8][CH2:9][CH2:10]O)=[CH:4][CH:3]=1.[C:12]1(=[O:22])[C:20]2[C:15](=[CH:16][CH:17]=[CH:18][CH:19]=2)[C:14](=[O:21])[NH:13]1.C1(P(C2C=CC=CC=2)C2C=CC=CC=2)C=CC=CC=1.N(C(OC(C)C)=O)=NC(OC(C)C)=O>>[Br:1][C:2]1[CH:3]=[CH:4][C:5]([CH2:8][CH2:9][CH2:10][N:13]2[C:14](=[O:21])[C:15]3[C:20](=[CH:19][CH:18]=[CH:17][CH:16]=3)[C:12]2=[O:22])=[CH:6][CH:7]=1. Procedure details: To 3-(4-bromophenyl)propan-1-ol (4.70 g, 21.9 mmol), isoindoline-1,3-dione (3.54 g, 24.04 mmol) and triphenylphosphine (6.88 g, 26.2 mmol) in a 500 mL round-bottomed flask equipped with a stir bar, nitrogen, and addition funnel cooled in an ice water bath was added diisopropyl azodicarboxylate (5.10 mL, 26.2 mmol). The reaction was allowed to warm to room temperature over the weekend. The reaction mixture was adsorbed onto Celite®. Purification by flash column chromatography using 5-20% ethyl ac... Reactants: CN1CC2=C(NC=3C=CC(=CC23)C)CC1 (2,8-dimethyl-2,3,4,5-tetrahydro-1H-pyrido[4,3-b]indole), [OH-].[K+] (KOH), CC=1SC(=CC1)C=C (2-methyl-5-vinyl-thiophene). The solvent is CN1CCCC1=O (NMP), O (water). Run at temperature 90 celsius, time 5 hour. Product: CN1CC2=C(N(C=3C=CC(=CC23)C)CCC=2SC(=CC2)C)C=C1 (2,8-dimethyl-5-[2-(5-methyl-thiophen-2-yl)-ethyl]-2,5-dihydro-1H-pyrido[4,3-b]indole). As a reaction SMILES: [CH3:1][N:2]1[CH2:15][CH2:14][C:5]2[NH:6][C:7]3[CH:8]=[CH:9][C:10]([CH3:13])=[CH:11][C:12]=3[C:4]=2[CH2:3]1.[OH-].[K+].[CH3:18][C:19]1[S:20][C:21]([CH:24]=[CH2:25])=[CH:22][CH:23]=1>CN1C(=O)CCC1.O>[CH3:1][N:2]1[CH:15]=[CH:14][C:5]2[N:6]([CH2:25][CH2:24][C:21]3[S:20][C:19]([CH3:18])=[CH:23][CH:22]=3)[C:7]3[CH:8]=[CH:9][C:10]([CH3:13])=[CH:11][C:12]=3[C:4]=2[CH2:3]1 |f:1.2|. Reported procedure: To a solution of 2,8-dimethyl-2,3,4,5-tetrahydro-1H-pyrido[4,3-b]indole (150 mg, 0.75 mmol) in NMP (1 mL) were added powdered KOH (294 mg, 5.25 mmol) and 2-methyl-5-vinyl-thiophene (186 mg, 1.50 mmol), and the reaction mixture stirred at 90° C. for 5 h. The reaction mixture was diluted with water (15 mL) and extracted with EtOAc (3×20 mL). The combined organic layer was washed with water (5×25 mL), dried over anhydrous sodium sulfate and concentrated under reduced pressure. The residue was purif...